describe an organic reaction: reactants, conditions, products, and yield From a dataset of the Open Reaction Database (ORD), a public repository of structured organic reaction records. Reactants: NC1=C(C=C(C=C1Br)S(N)(=O)=O)S(=O)(=O)N (2-Amino-3-bromo-5-sulfamoylbenzenesulfonamide), C1(CCCCC1)C=O (cyclohexanecarboxaldehyde). Product: BrC1=CC(=CC2=C1NC(NS2(=O)=O)C2CCCCC2)S(N)(=O)=O (5-Bromo-3-cyclohexyl-7-sulfamoyl-1,2,3,4-tetrahydro-1,2,4-benzothiadiazine-1,1-dioxide). RXN SMILES: [NH2:1][C:2]1[C:7]([Br:8])=[CH:6][C:5]([S:9](=[O:12])(=[O:11])[NH2:10])=[CH:4][C:3]=1[S:13]([NH2:16])(=[O:15])=[O:14].[CH:17]1([CH:23]=O)[CH2:22][CH2:21][CH2:20][CH2:19][CH2:18]1>>[Br:8][C:7]1[C:2]2[NH:1][CH:23]([CH:17]3[CH2:22][CH2:21][CH2:20][CH2:19][CH2:18]3)[NH:16][S:13](=[O:15])(=[O:14])[C:3]=2[CH:4]=[C:5]([S:9](=[O:11])(=[O:12])[NH2:10])[CH:6]=1. Procedure: 2-Amino-3-bromo-5-sulfamoylbenzenesulfonamide was transformed by Method G (using cyclohexanecarboxaldehyde). M.p. 254-258° C.